The task is: describe an organic reaction: reactants, conditions, products, and yield. This data is from the Open Reaction Database (ORD), a public repository of structured organic reaction records. Reactants: C(C)(C)(C)C=1C=C(N(N1)C1=CC=C(C=C1)C)NC(C(=O)C1=CC=C(C2=CC=CC=C12)OCCN1CCOCC1)=O (N-(5-tert-Butyl-2-p-tolyl-2H-pyrazol-3-yl)-2-[4-(2-morpholin-4-yl-ethoxy)-naphthalen-1-yl]-2-oxo-acetamide), Cl.CON (methoxyamine hydrochloride), N1=CC=CC=C1 (Pyridine). As a reaction SMILES: [C:1]([C:5]1[CH:6]=[C:7]([NH:17][C:18](=[O:40])[C:19]([C:21]2[C:30]3[C:25](=[CH:26][CH:27]=[CH:28][CH:29]=3)[C:24]([O:31][CH2:32][CH2:33][N:34]3[CH2:39][CH2:38][O:37][CH2:36][CH2:35]3)=[CH:23][CH:22]=2)=O)[N:8]([C:10]2[CH:15]=[CH:14][C:13]([CH3:16])=[CH:12][CH:11]=2)[N:9]=1)([CH3:4])([CH3:3])[CH3:2].Cl.[CH3:42][O:43][NH2:44].N1C=CC=CC=1>CCO>[C:1]([C:5]1[CH:6]=[C:7]([NH:17][C:18](=[O:40])[C:19](=[N:44][O:43][CH3:42])[C:21]2[C:30]3[C:25](=[CH:26][CH:27]=[CH:28][CH:29]=3)[C:24]([O:31][CH2:32][CH2:33][N:34]3[CH2:39][CH2:38][O:37][CH2:36][CH2:35]3)=[CH:23][CH:22]=2)[N:8]([C:10]2[CH:11]=[CH:12][C:13]([CH3:16])=[CH:14][CH:15]=2)[N:9]=1)([CH3:4])([CH3:3])[CH3:2] |f:1.2|. Reaction conditions: temperature 45 celsius, time 12 hour. Procedure: Compound 13 (10 mg, 0.018 mmol) and methoxyamine hydrochloride (50 eqv., 0.92 mmol, 77 mg) were dissolved in 2 mL of EtOH. Pyridine (0.1 mL) was added and the mixture was stirred at 45° C. for 12 h. The solvent was then removed in vacuo and the crude solid was purified via LCMS to yield 8 mg of a white solid (76% yield; mixture of isomers). Expected mass=569. Observed mass=570. The solvent is CCO (EtOH). The product is C(C)(C)(C)C=1C=C(N(N1)C1=CC=C(C=C1)C)NC(C(C1=CC=C(C2=CC=CC=C12)OCCN1CCOCC1)=NOC)=O (N-(5-tert-Butyl-2-p-tolyl-2H-pyrazol-3-yl)-2-methoxyimino-2-[4-(2-morpholin-4-yl-ethoxy)-naphthalen-1-yl]-acetamide). Isolated yield 78.0%. Reactants: CC=1NC(=CC(C1C(=O)OCC)C1=CC(=CC=C1)[N+](=O)[O-])C1=CC=CC=C1 (ethyl 1,4-dihydro-2-methyl-4(3-nitrophenyl)-6-phenyl-3-pyridinecarboxylate). The reagents and catalysts are [O-2].[O-2].[Mn+4] (manganese dioxide). Run in C(Cl)(Cl)Cl (chloroform). Yields the product CC1=NC(=CC(=C1C(=O)OCC)C1=CC(=CC=C1)[N+](=O)[O-])C1=CC=CC=C1 (ethyl 2-methyl-4-(3-nitrophenyl)-6-phenyl-3-pyridinecarboxylate). Yield: 50.3%. As a reaction SMILES: [CH3:1][C:2]1[NH:3][C:4]([C:22]2[CH:27]=[CH:26][CH:25]=[CH:24][CH:23]=2)=[CH:5][CH:6]([C:13]2[CH:18]=[CH:17][CH:16]=[C:15]([N+:19]([O-:21])=[O:20])[CH:14]=2)[C:7]=1[C:8]([O:10][CH2:11][CH3:12])=[O:9]>C(Cl)(Cl)Cl.[O-2].[O-2].[Mn+4]>[CH3:1][C:2]1[C:7]([C:8]([O:10][CH2:11][CH3:12])=[O:9])=[C:6]([C:13]2[CH:18]=[CH:17][CH:16]=[C:15]([N+:19]([O-:21])=[O:20])[CH:14]=2)[CH:5]=[C:4]([C:22]2[CH:27]=[CH:26][CH:25]=[CH:24][CH:23]=2)[N:3]=1 |f:2.3.4|. Procedure details: To a solution of ethyl 1,4-dihydro-2-methyl-4(3-nitrophenyl)-6-phenyl-3-pyridinecarboxylate (0.5 g) in chloroform (5 ml) was added activated manganese dioxide (2 g) and the mixture was refluxed for 1 hour with stirring vigorously. After allowing to cool to ambient temperature, manganese dioxide was filtered off and the filtrate was evaporated in vacuo. The residual precipitates were recrystallized from ethanol, washed with ethanol and dried in vacuo to give ethyl 2-methyl-4-(3-nitrophenyl)-6-phe...